The task is: describe an organic reaction: reactants, conditions, products, and yield. This data is from the Open Reaction Database (ORD), a public repository of structured organic reaction records. Starting materials: Brc1nccs1, C#CC(O)(CC1=CC(=O)OC(C)(C)O1)C1CCCC1, CC(C)NC(C)C, CN(C)C=O, Cl[Pd]Cl, c1ccc(P(c2ccccc2)c2ccccc2)cc1, c1ccc(P(c2ccccc2)c2ccccc2)cc1. Product: CC1(C)OC(=O)C=C(CC(O)(C#Cc2nccs2)C2CCCC2)O1. As a reaction SMILES: [Br:20][c:21]1[s:22][cH:23][cH:24][n:25]1.[CH:1]1([C:6]([CH2:7][C:8]2=[CH:9][C:10](=[O:16])[O:11][C:12]([CH3:14])([CH3:15])[O:13]2)([C:17]#[CH:18])[OH:19])[CH2:2][CH2:3][CH2:4][CH2:5]1.[CH:26]([NH:27][CH:28]([CH3:29])[CH3:30])([CH3:31])[CH3:32].[O:74]=[CH:75][N:76]([CH3:77])[CH3:78].[Pd:33]([Cl:34])[Cl:35].[c:36]1([P:37]([c:38]2[cH:39][cH:40][cH:41][cH:42][cH:43]2)[c:44]2[cH:45][cH:46][cH:47][cH:48][cH:49]2)[cH:50][cH:51][cH:52][cH:53][cH:54]1.[c:55]1([P:56]([c:57]2[cH:58][cH:59][cH:60][cH:61][cH:62]2)[c:63]2[cH:64][cH:65][cH:66][cH:67][cH:68]2)[cH:69][cH:70][cH:71][cH:72][cH:73]1>>[CH:1]1([C:6]([CH2:7][C:8]2=[CH:9][C:10](=[O:16])[O:11][C:12]([CH3:14])([CH3:15])[O:13]2)([C:17]#[C:18][c:21]2[s:22][cH:23][cH:24][n:25]2)[OH:19])[CH2:2][CH2:3][CH2:4][CH2:5]1. Yields the product O=C(NCC(F)(F)F)C1(CCCCN2CCN(c3cccc(-c4ccccc4)n3)CC2)c2ccccc2-c2ccccc21. Starting materials: O=C(NCC(F)(F)F)C1(CCCCBr)c2ccccc2-c2ccccc21, c1ccc(-c2cccc(N3CCNCC3)n2)cc1. RXN SMILES: [F:19][C:20]([CH2:21][NH:22][C:23](=[O:24])[C:25]1([CH2:38][CH2:39][CH2:40][CH2:41][Br:42])[c:26]2[cH:27][cH:28][cH:29][cH:30][c:31]2-[c:32]2[cH:33][cH:34][cH:35][cH:36][c:37]21)([F:43])[F:44].[c:1]1(-[c:7]2[cH:8][cH:9][cH:10][c:11]([N:13]3[CH2:14][CH2:15][NH:16][CH2:17][CH2:18]3)[n:12]2)[cH:2][cH:3][cH:4][cH:5][cH:6]1>>[c:1]1(-[c:7]2[cH:8][cH:9][cH:10][c:11]([N:13]3[CH2:14][CH2:15][N:16]([CH2:41][CH2:40][CH2:39][CH2:38][C:25]4([C:23]([NH:22][CH2:21][C:20]([F:19])([F:43])[F:44])=[O:24])[c:26]5[cH:27][cH:28][cH:29][cH:30][c:31]5-[c:32]5[cH:33][cH:34][cH:35][cH:36][c:37]54)[CH2:17][CH2:18]3)[n:12]2)[cH:2][cH:3][cH:4][cH:5][cH:6]1. Reactants: NC=1C(=C2C(=CC=NC2=C(C1)C)C#N)C (6-amino-4-cyano-5,8-dimethylquinoline), C1=CC=NC(=C1)OC(=S)OC2=CC=CC=N2 (di-2-pyridyl thionocarbonate), CN(C)C1=NC=CC=C1 (dimethylaminopyridine). Solvent: C(Cl)Cl (methylene chloride). Conditions: time 1.5 hour. The product is C(#N)C1=CC=NC2=C(C=C(C(=C12)C)N=C=S)C (4-cyano-5,8-dimethyl-6-isothiocyanatoquinoline). As a reaction SMILES: [NH2:1][C:2]1[C:3]([CH3:15])=[C:4]2[C:9](=[C:10]([CH3:12])[CH:11]=1)[N:8]=[CH:7][CH:6]=[C:5]2[C:13]#[N:14].C1C=C(O[C:23](OC2N=CC=CC=2)=[S:24])N=CC=1.CN(C1C=CC=CN=1)C>C(Cl)Cl>[C:13]([C:5]1[C:4]2[C:9](=[C:10]([CH3:12])[CH:11]=[C:2]([N:1]=[C:23]=[S:24])[C:3]=2[CH3:15])[N:8]=[CH:7][CH:6]=1)#[N:14]. Reported procedure: A mixture of 6-amino-4-cyano-5,8-dimethylquinoline (2.0 g, 10.15 mmol), di-2-pyridyl thionocarbonate (2.52 g, 10.86 mmol), dimethylaminopyridine (0.266 g, 2.18 mmol) and methylene chloride (62 mL) is stirred at room temperature for 1.5 hours. Evaporation affords a residue which is purified by chromatography through a short column consisting of layers of sand/flash silica gel/sand, using methylene chloride as eluent, to give 4-cyano-5,8-dimethyl-6-isothiocyanatoquinoline. Starting materials: amine, N,N-dimethylaminopyridine, O (Water), CO (methanol), C(C)(=O)OCC (ethyl acetate), C(=O)(N1C=NC=C1)N1C=NC=C1 (1,1′-carbonyldiimidazole), NC1CCN(CC1)CCCCCCC (4-amino-1-heptylpiperidine). Solvent: C(Cl)(Cl)Cl (chloroform), CN(C=O)C (N,N-dimethylformamide). Reaction conditions: temperature 100 celsius. Product: C(C(=O)O)(=O)O.C(CCCCCC)N1CCC(CC1)NC(=O)NC1=CC=NC2=CC=C(N=C12)OC (1-Heptyl-4-piperidyl-N′-(6-methoxy-1,5-naphthyridin-4-yl)urea Oxalate). The yield is 50.0%. As a reaction SMILES: [C:1]([N:8]1[CH:12]=[CH:11][N:10]=C1)(N1C=CN=C1)=[O:2].[NH2:13][CH:14]1[CH2:19][CH2:18][N:17]([CH2:20][CH2:21][CH2:22][CH2:23][CH2:24][CH2:25][CH3:26])[CH2:16][CH2:15]1.[OH2:27].C[OH:29].[C:30]([O:33][CH2:34][CH3:35])(=[O:32])[CH3:31]>C(Cl)(Cl)Cl.CN(C)C=O>[C:31]([OH:29])(=[O:27])[C:30]([OH:33])=[O:32].[CH2:20]([N:17]1[CH2:18][CH2:19][CH:14]([NH:13][C:1]([NH:8][C:12]2[C:11]3[C:18](=[CH:19][CH:35]=[C:34]([O:33][CH3:30])[N:10]=3)[N:17]=[CH:16][CH:15]=2)=[O:2])[CH2:15][CH2:16]1)[CH2:21][CH2:22][CH2:23][CH2:24][CH2:25][CH3:26] |f:7.8|. Procedure details: A solution of the amine (6d) (0.08, 0.5 mmol) in chloroform (2 ml) was treated with N,N-dimethylaminopyridine (0.06 g, 0.5 mmol) then 1,1′-carbonyldiimidazole (0.11 g, 0.7 mmol). After 2 hours the chloroform was removed by evaporation and the residue treated with a solution of 4-amino-1-heptylpiperidine (0.1 g, 0.5 mmol) in N,N-dimethylformamide (1 ml) and the mixture heated to 100° C. for 1 hour. Water (2 ml) was added dropwise and filtration gave a white solid. Chromatography on silica eluting... Reactants: C(C)(C)OP(=O)(OC(C)C)CO[C@@H](COS(=O)(=O)C)C ((R)-2-O-[(Diisopropylphosphono)methyl]-1-O-methanesulfonyl-1,2-propanediol), NC1=NC(=C2NC=NC2=N1)Cl (2-amino-6-chloropurine), C([O-])([O-])=O.[Cs+].[Cs+] (cesium carbonate). Run in C(C)#N (acetonitrile). Product: NC1=NC(=C2N=CN(C2=N1)C[C@@H](C)OCP(=O)(OC(C)C)OC(C)C)Cl ((R)-2-Amino-6-chloro-9-[2-[(diisopropylphosphono)methoxy]propyl]purine). The yield is 34.8%. RXN SMILES: [CH:1]([O:4][P:5]([CH2:11][O:12][C@H:13]([CH3:20])[CH2:14]OS(C)(=O)=O)([O:7][CH:8]([CH3:10])[CH3:9])=[O:6])([CH3:3])[CH3:2].[NH2:21][C:22]1[N:30]=[C:29]2[C:25]([NH:26][CH:27]=[N:28]2)=[C:24]([Cl:31])[N:23]=1.C(=O)([O-])[O-].[Cs+].[Cs+]>C(#N)C>[NH2:21][C:22]1[N:30]=[C:29]2[C:25]([N:26]=[CH:27][N:28]2[CH2:14][C@H:13]([O:12][CH2:11][P:5]([O:4][CH:1]([CH3:2])[CH3:3])([O:7][CH:8]([CH3:9])[CH3:10])=[O:6])[CH3:20])=[C:24]([Cl:31])[N:23]=1 |f:2.3.4|. Procedure details: (R)-2-O-[(Diisopropylphosphono)methyl]-1-O-methanesulfonyl-1,2-propanediol (2.0 g, 6.02 mmol) was mixed with 2-amino-6-chloropurine (1 23 g, 7.22 mmol) and cesium carbonate (3.92 g, 12.0 mmol) in 40 mL of acetonitrile. The mixture was gently refluxed under nitrogen atmosphere for 24 hours, then allowed to cool to room temperature, and filtered. The solvent was removed under reduced pressure The residue was purified by flash chromatography on silica gel twice (first time, methylene chloride:aceto...